This data is from the Open Reaction Database (ORD), a public repository of structured organic reaction records. The task is: describe an organic reaction: reactants, conditions, products, and yield The reactants are C(C1=CC=CC=C1)C1(COC1)CO ((3-benzyloxetan-3-yl)methanol), CC(=O)C.OS(=O)(=O)O.O=[Cr](=O)=O (Jones reagent), solution, Cl (hydrochloric acid), O (water). Reagents/catalysts: [O-2].[Cr+6].[O-2].[O-2] (chromium (VI) oxide). Run in C(C)(C)O (Isopropanol), CC(=O)C (acetone). Reaction conditions: time 5 hour. Yields the product C(C1=CC=CC=C1)C1(COC1)C(=O)O (3-Benzyloxetane-3-carboxylic acid). Yield: 85.0%. RXN SMILES: CC(C)=[O:3].OS(O)(=O)=O.O=[Cr](=O)=O.Cl.O.[CH2:16]([C:23]1([CH2:27][OH:28])[CH2:26][O:25][CH2:24]1)[C:17]1[CH:22]=[CH:21][CH:20]=[CH:19][CH:18]=1>CC(C)=O.[O-2].[Cr+6].[O-2].[O-2].C(O)(C)C>[CH2:16]([C:23]1([C:27]([OH:3])=[O:28])[CH2:24][O:25][CH2:26]1)[C:17]1[CH:22]=[CH:21][CH:20]=[CH:19][CH:18]=1 |f:0.1.2,7.8.9.10|. Procedure details: Jones reagent, (130 mL of a 2.3 M solution) previously prepared by adding hydrochloric acid (46 mL) to water (150 mL) followed by chromium (VI) oxide (55.5 g), was added dropwise to a solution of (3-benzyloxetan-3-yl)methanol (40 g, 0.2 mol) in acetone (600 mL). The reaction mixture was stirred at room temperature for 5 h. Isopropanol (18 g) was added and the mixture was extracted with ether (4 L), washed with NaH2PO4 (1M in water, 200 mL) and sodium chloride (1 M in water, 200 mL). The organics... Starting materials: O=C1CCC(=O)N1Br, CC(C)(C)OC(=O)N1CCOC(Cc2ccc(O)cc2)C1, CN(C)C=O, O. Product: CC(C)(C)OC(=O)N1CCOC(Cc2ccc(O)c(Br)c2)C1. RXN SMILES: [Br:22][N:23]1[C:24](=[O:25])[CH2:26][CH2:27][C:28]1=[O:29].[C:1](=[O:2])([O:3][C:4]([CH3:5])([CH3:6])[CH3:7])[N:8]1[CH2:9][CH:10]([CH2:14][c:15]2[cH:16][cH:17][c:18]([OH:21])[cH:19][cH:20]2)[O:11][CH2:12][CH2:13]1.[CH:31]([N:32]([CH3:33])[CH3:34])=[O:35].[OH2:30]>>[C:1](=[O:2])([O:3][C:4]([CH3:5])([CH3:6])[CH3:7])[N:8]1[CH2:9][CH:10]([CH2:14][c:15]2[cH:16][c:17]([Br:22])[c:18]([OH:21])[cH:19][cH:20]2)[O:11][CH2:12][CH2:13]1. The reactants are ClC=1SC=CC1 (2-chlorothiophene), C1(CCC(=O)O1)=O (succinic anhydride). The product is ClC1=CC=C(S1)C(CCC(=O)O)=O (4-(5-chloro-2-thienyl)-4-ketobutyric acid). Isolated yield 74.0%. Reaction SMILES: [Cl:1][C:2]1[S:3][CH:4]=[CH:5][CH:6]=1.[C:7]1(=[O:13])[O:12][C:10](=[O:11])[CH2:9][CH2:8]1>>[Cl:1][C:2]1[S:3][C:4]([C:7](=[O:13])[CH2:8][CH2:9][C:10]([OH:12])=[O:11])=[CH:5][CH:6]=1. Procedure: As described for Example 1, 0.3 mole of 2-chlorothiophene is reacted with succinic anhydride to give 4-(5-chloro-2-thienyl)-4-ketobutyric acid (74%), m.p. 121°-123° C. The preceding compound is coupled to L-proline to give 1-[3-(5-chloro-2-thenoyl)propionyl]-L-proline (94%) as crystals, m.p. 131°-133° C. The above compound is reacted with bromine in acetic acid to give 1-[3-bromo-3-(5-chloro-2-thenoyl)propionyl]-L-proline as a glass. As for Example 1, reaction of the preceding compound with sodi... Reactants: CC=1N=C2N(N=C(C=C2)C)C1 (2,6-dimethyl-imidazo[1,2-b]pyridazine), BrC1=C(C=C(S1)C1=NC(=CC=C1)C)C (2-(5-bromo-4-methyl-thiophen-2-yl)-6-methyl-pyridine), C(=O)([O-])[O-].[Cs+].[Cs+] (Cs2CO3), N#N (N2), C1=CC=C(C=C1)P(C2=CC=CC=C2)C3=CC=CC=C3 (PPh3). The reagents and catalysts are C=1C=CC(=CC1)/C=C/C(=O)/C=C/C2=CC=CC=C2.C=1C=CC(=CC1)/C=C/C(=O)/C=C/C2=CC=CC=C2.C=1C=CC(=CC1)/C=C/C(=O)/C=C/C2=CC=CC=C2.[Pd].[Pd] (Pd2(dba)3). Run in CN(C)C=O (DMF), C(Cl)Cl (CH2Cl2). Reaction conditions: temperature 130 celsius. The product is CC=1N=C2N(N=C(C=C2)C)C1C=1SC(=CC1C)C1=NC(=CC=C1)C (2,6-Dimethyl-3-[3-methyl-5-(6-methyl-pyridin-2-yl)-thiophen-2-yl]-imidazo[1,2-b]pyridazine). Yield: 39.8%. RXN SMILES: [CH3:1][C:2]1[N:3]=[C:4]2[CH:9]=[CH:8][C:7]([CH3:10])=[N:6][N:5]2[CH:11]=1.Br[C:13]1[S:17][C:16]([C:18]2[CH:23]=[CH:22][CH:21]=[C:20]([CH3:24])[N:19]=2)=[CH:15][C:14]=1[CH3:25].C([O-])([O-])=O.[Cs+].[Cs+].N#N.C1C=CC(P(C2C=CC=CC=2)C2C=CC=CC=2)=CC=1>C(Cl)Cl.C1C=CC(/C=C/C(/C=C/C2C=CC=CC=2)=O)=CC=1.C1C=CC(/C=C/C(/C=C/C2C=CC=CC=2)=O)=CC=1.C1C=CC(/C=C/C(/C=C/C2C=CC=CC=2)=O)=CC=1.[Pd].[Pd].CN(C=O)C>[CH3:1][C:2]1[N:3]=[C:4]2[CH:9]=[CH:8][C:7]([CH3:10])=[N:6][N:5]2[C:11]=1[C:13]1[S:17][C:16]([C:18]2[CH:23]=[CH:22][CH:21]=[C:20]([CH3:24])[N:19]=2)=[CH:15][C:14]=1[CH3:25] |f:2.3.4,8.9.10.11.12|. Procedure: A solution of 2,6-dimethyl-imidazo[1,2-b]pyridazine (below) (0.50 g, 3.39 mmol), 2-(5-bromo-4-methyl-thiophen-2-yl)-6-methyl-pyridine (1.00 g, 3.73 mmol), Cs2CO3 (2.32 g, 7.13 mmol) and DMF (5 mL) is de-gassed for 15 minutes with N2. Pd2(dba)3 (0.15 g, 0.16 mmol) and PPh3 (0.17 g, 0.65 mmol) is added and the solution is heated at 130° C. overnight. The solution is diluted with CH2Cl2 (30 mL) washed with water (2×25 mL), brine (25 mL) dried over MgSO4, filtered and concentrated. The residue is pu...